Dataset: the Open Reaction Database (ORD), a public repository of structured organic reaction records. Task: describe an organic reaction: reactants, conditions, products, and yield Starting materials: CCc1sc(C(=O)OC)cc1-c1c(Br)cnn1C, O=C([O-])[O-], CB1OB(C)OB(C)O1, CN(C)C=O, [K+], [K+]. The product is CCc1sc(C(=O)OC)cc1-c1c(C)cnn1C. As a reaction SMILES: [Br:1][c:2]1[cH:3][n:4][n:5]([CH3:18])[c:6]1-[c:7]1[cH:8][c:9]([C:14](=[O:15])[O:16][CH3:17])[s:10][c:11]1[CH2:12][CH3:13].[C:19](=[O:20])([O-:21])[O-:22].[CH3:25][B:26]1[O:27][B:28]([CH3:29])[O:30][B:31]([CH3:32])[O:33]1.[CH3:34][N:35]([CH3:36])[CH:37]=[O:38].[K+:23].[K+:24]>>[c:2]1([CH3:19])[cH:3][n:4][n:5]([CH3:18])[c:6]1-[c:7]1[cH:8][c:9]([C:14](=[O:15])[O:16][CH3:17])[s:10][c:11]1[CH2:12][CH3:13]. Starting materials: OCCCCCCCBr, CC(C)(C)[Si](C)(C)Cl, C1CCOC1, O, c1c[nH]cn1. Yields the product CC(C)(C)[Si](C)(C)OCCCCCCCBr. RXN SMILES: [Br:1][CH2:2][CH2:3][CH2:4][CH2:5][CH2:6][CH2:7][CH2:8][OH:9].[C:15]([CH3:16])([CH3:17])([CH3:18])[Si:19]([CH3:20])([CH3:21])[Cl:22].[O:24]1[CH2:25][CH2:26][CH2:27][CH2:28]1.[OH2:23].[nH:10]1[cH:11][cH:12][n:13][cH:14]1>>[Br:1][CH2:2][CH2:3][CH2:4][CH2:5][CH2:6][CH2:7][CH2:8][O:9][Si:19]([C:15]([CH3:16])([CH3:17])[CH3:18])([CH3:20])[CH3:21]. Starting materials: O (water), COC1=C(C=C2C(CC(C2=C1)=O)(C)C)O (6-Methoxy-3,3-dimethyl-5-hydroxy-indan-1-one), C(C#C)Br (propargyl bromide), C(=O)([O-])[O-].[K+].[K+] (K2CO3). Procedure: 6-Methoxy-3,3-dimethyl-5-hydroxy-indan-1-one (2.2 g), 1.5 g of propargyl bromide, and 3.7 g of K2CO3 in 9 ml of 1-methyl pyrrolidone was placed in a 25 ml reaction flask and stirred for one hour. Then, it was stirred further at 100° C. for one hour. The reaction mixture was distributed between water and ethyl acetate. The organic phase was washed with 1N NaOH solution and NaCl solution, dried over Na2SO4 and concentrated to yield 2.7 g of a yellow liquid. UV 310 nm (ε=18′734), MS: 244(M+), 229, ... Conditions: time 1 hour. Run in CN1C(CCC1)=O (1-methyl pyrrolidone), C(C)(=O)OCC (ethyl acetate). The product is COC1=C(C=C2C(CC(C2=C1)=O)(C)C)OCC#C (6-Methoxy-3,3-dimethyl-5-prop-2-ynyloxy-indan-1-one). The yield is 103.6%. RXN SMILES: [CH3:1][O:2][C:3]1[CH:11]=[C:10]2[C:6]([C:7]([CH3:14])([CH3:13])[CH2:8][C:9]2=[O:12])=[CH:5][C:4]=1[OH:15].[CH2:16](Br)[C:17]#[CH:18].C([O-])([O-])=O.[K+].[K+].O>CN1CCCC1=O.C(OCC)(=O)C>[CH3:1][O:2][C:3]1[CH:11]=[C:10]2[C:6]([C:7]([CH3:13])([CH3:14])[CH2:8][C:9]2=[O:12])=[CH:5][C:4]=1[O:15][CH2:18][C:17]#[CH:16] |f:2.3.4|. Starting materials: Cl, FC(F)CCl, NCc1ccccc1. The product is FC(F)CNCc1ccccc1. RXN SMILES: [ClH:14].[F:1][CH:2]([CH2:3][Cl:4])[F:5].[NH2:6][CH2:7][c:8]1[cH:9][cH:10][cH:11][cH:12][cH:13]1>>[F:1][CH:2]([CH2:3][NH:6][CH2:7][c:8]1[cH:9][cH:10][cH:11][cH:12][cH:13]1)[F:5]. The reactants are OC1=C(C(=CC=C1)O)C(CC)=O (2′,6′dihydroxypropiophenone), CC(C)=C (isobutylene), [OH-].[NH4+] (ammonium hydroxide), OP(=O)(O)O (H3PO4), B(F)(F)F.CCOCC (boron trifluoride etherate). Run in ClCCl (dichloromethane). Reaction conditions: temperature -75 celsius, time 1.5 hour. Yields the product C(C)(C)(C)OC1=C(C(=CC=C1)O)C(CC)=O (2′-tertbutoxy-6′-hydroxy propiophenone). As a reaction SMILES: [OH:1][C:2]1[CH:7]=[CH:6][CH:5]=[C:4]([OH:8])[C:3]=1[C:9](=[O:12])[CH2:10][CH3:11].OP(O)(O)=O.B(F)(F)F.CCOCC.[CH3:27][C:28](=[CH2:30])[CH3:29].[OH-].[NH4+]>ClCCl>[C:28]([O:1][C:2]1[CH:7]=[CH:6][CH:5]=[C:4]([OH:8])[C:3]=1[C:9](=[O:12])[CH2:10][CH3:11])([CH3:30])([CH3:29])[CH3:27] |f:2.3,5.6|. Reported procedure: To a 100 mL round bottom flask is added 2′,6′dihydroxypropiophenone (25 g, 0.15 mol) and to it is then added dichloromethane (50 mL). This is then cooled to −75° C. and then 2.6 mL of H3PO4 is added to it followed by 6.22 mL of boron trifluoride etherate and then isobutylene (125 mL). The reaction is then stirred at −75° C. for 1.5 hrs and then at room temperature overnight. The reaction mixture is then poured into a 2N ammonium hydroxide solution (200 mL) and extracted with dichloromethane. The...